From a dataset of the Open Reaction Database (ORD), a public repository of structured organic reaction records. describe an organic reaction: reactants, conditions, products, and yield Reactants: BrCC1CO1, CN(C)C=O, [H-], [Na+], OCCCc1ccccc1. Product: c1ccc(CCCOCC2CO2)cc1. RXN SMILES: [Br:11][CH2:12][CH:13]1[CH2:14][O:15]1.[CH3:18][N:19]([CH3:20])[CH:21]=[O:22].[H-:16].[Na+:17].[c:1]1([CH2:7][CH2:8][CH2:9][OH:10])[cH:2][cH:3][cH:4][cH:5][cH:6]1>>[c:1]1([CH2:7][CH2:8][CH2:9][O:10][CH2:12][CH:13]2[CH2:14][O:15]2)[cH:2][cH:3][cH:4][cH:5][cH:6]1. Reactants: C1(=CC=CC=C1)S (Thiophenol), [OH-].[K+] (potassium hydroxide), CO (methanol), ClC(C(O)C=1SC=CC1)(Cl)Cl (α-trichloromethyl-2-thiophenemethanol), CO (methanol). Run at time 10 minute. Yields the product C1(=CC=CC=C1)SC(C(=O)O)C=1SC=CC1 (α-phenylthio-2-thiopheneacetic acid). Isolated yield 76.0%. Reaction SMILES: [OH-:1].[K+].[C:3]1([SH:9])[CH:8]=[CH:7][CH:6]=[CH:5][CH:4]=1.Cl[C:11](Cl)(Cl)[CH:12]([C:14]1[S:15][CH:16]=[CH:17][CH:18]=1)O.C[OH:22]>>[C:3]1([S:9][CH:12]([C:14]2[S:15][CH:16]=[CH:17][CH:18]=2)[C:11]([OH:22])=[O:1])[CH:8]=[CH:7][CH:6]=[CH:5][CH:4]=1 |f:0.1|. Procedure: Under an argon atmosphere, potassium hydroxide (1.12 g, 20 mmol) was dissolved in methanol (10 ml). Thiophenol (0.6 g, 5.45 mmol) was added to this solution with stirring and under water cooling. After 10 min., a solution of α-trichloromethyl-2-thiophenemethanol (1.16 g, 5 mmol) in methanol (3 ml) was added. After 10 min., the mixture was gradually heated up and was heated under reflux for 2 hr. with vigorous stirring. After cooling to room temperature and after removal of most of the solvent by... The reactants are C1(=CC=CC=C1)C=1OC(=C(N1)C(=O)O)C(F)(F)F (2-phenyl-5-trifluoromethyl-oxazole-4-carboxylic acid), NC=1C=NC(=NC1)N[C@H](CO)C ((S)-2-(5-amino-pyrimidin-2-ylamino)-propan-1-ol). The product is OC[C@H](C)NC1=NC=C(C=N1)NC(=O)C=1N=C(OC1C(F)(F)F)C1=CC=CC=C1 (2-phenyl-5-trifluoromethyl-oxazole-4-carboxylic acid [2-((S)-2-hydroxy-1-methyl-ethylamino)-pyrimidin-5-yl]-amide). Reaction SMILES: [C:1]1([C:7]2[O:8][C:9]([C:15]([F:18])([F:17])[F:16])=[C:10]([C:12]([OH:14])=O)[N:11]=2)[CH:6]=[CH:5][CH:4]=[CH:3][CH:2]=1.[NH2:19][C:20]1[CH:21]=[N:22][C:23]([NH:26][C@@H:27]([CH3:30])[CH2:28][OH:29])=[N:24][CH:25]=1>>[OH:29][CH2:28][C@@H:27]([NH:26][C:23]1[N:24]=[CH:25][C:20]([NH:19][C:12]([C:10]2[N:11]=[C:7]([C:1]3[CH:2]=[CH:3][CH:4]=[CH:5][CH:6]=3)[O:8][C:9]=2[C:15]([F:18])([F:17])[F:16])=[O:14])=[CH:21][N:22]=1)[CH3:30]. Procedure: With a procedure similar to example 43 above, 2-phenyl-5-trifluoromethyl-oxazole-4-carboxylic acid [2-((S)-2-hydroxy-1-methyl-ethylamino)-pyrimidin-5-yl]-amide was prepared from 2-phenyl-5-trifluoromethyl-oxazole-4-carboxylic acid and (S)-2-(5-amino-pyrimidin-2-ylamino)-propan-1-ol. LCMS calcd for C18H16F3N5O3 (m/e) 407, obsd 408 (M+H). The reactants are FC(C(=O)[O-])(F)F (trifluoroacetate), C1(=CC=CC=C1)CC(=O)Cl (phenylacetylchloride), Cl (hydrochloric acid), N[C@@H]1[C@H]2CCC(=C(N2C1=O)C(=O)O)Cl ((±)-cis-7-amino-3-chloro-1-azabicyclo-[4,2,0]oct-2-en-8-on-2-carboxylic acid), C([O-])(O)=O.[Na+] (sodium bicarbonate). Run in CC(=O)C (acetone), O (water), CC(=O)C (acetone). Run at time 3 hour. The product is C1(=CC=CC=C1)CC(=O)N[C@@H]1[C@H]2CCC(=C(N2C1=O)C(=O)O)Cl ((±)-cis-7-phenylacetamido-3-chloro-1-azabicyclo[4,2,0]oct-2-en-8-on-2-carboxylic acid). Isolated yield 55.0%. Reaction SMILES: FC(F)(F)C([O-])=O.[NH2:8][C@H:9]1[C:16](=[O:17])[N:15]2[C@@H:10]1[CH2:11][CH2:12][C:13]([Cl:21])=[C:14]2[C:18]([OH:20])=[O:19].C(=O)(O)[O-].[Na+].[C:27]1([CH2:33][C:34](Cl)=[O:35])[CH:32]=[CH:31][CH:30]=[CH:29][CH:28]=1.Cl>O.CC(C)=O>[C:27]1([CH2:33][C:34]([NH:8][C@H:9]2[C:16](=[O:17])[N:15]3[C@@H:10]2[CH2:11][CH2:12][C:13]([Cl:21])=[C:14]3[C:18]([OH:20])=[O:19])=[O:35])[CH:32]=[CH:31][CH:30]=[CH:29][CH:28]=1 |f:2.3|. Procedure details: In this Example, 150 mg (0.45 m mole) of the trifluoroacetate of (±)-cis-7-amino-3-chloro-1-azabicyclo-[4,2,0]oct-2-en-8-on-2-carboxylic acid prepared as in the method described in JPUPA No. 87791/80 is dissolved in a mixture of 2 ml of water and 2 ml of acetone and 134 mg (1.5 m mole) of sodium bicarbonate is added to the solution to make the solution homogeneous. To the mixture is added 84.2 mg (0.54 mole) of phenylacetylchloride dissolved in 0.5 ml of acetone under cooling in one hour and the... As a reaction SMILES: [CH3:1][C:2]1[CH:10]=[CH:9][CH:8]=[C:7]2[C:3]=1[CH:4]=[CH:5][N:6]2[C@@H:11]1[O:28][C@H:27]([CH2:29][O:30][C:31](=[O:33])[CH3:32])[C@@H:22]([O:23][C:24](=[O:26])[CH3:25])[C@H:17]([O:18][C:19](=[O:21])[CH3:20])[C@H:12]1[O:13][C:14](=[O:16])[CH3:15].[Br:34][C:35]1[S:39][C:38]([C:40](Cl)=[O:41])=[CH:37][CH:36]=1>>[CH3:1][C:2]1[CH:10]=[CH:9][CH:8]=[C:7]2[C:3]=1[C:4]([C:40]([C:38]1[S:39][C:35]([Br:34])=[CH:36][CH:37]=1)=[O:41])=[CH:5][N:6]2[C@@H:11]1[O:28][C@H:27]([CH2:29][O:30][C:31](=[O:33])[CH3:32])[C@@H:22]([O:23][C:24](=[O:26])[CH3:25])[C@H:17]([O:18][C:19](=[O:21])[CH3:20])[C@H:12]1[O:13][C:14](=[O:16])[CH3:15]. The product is CC1=C2C(=CN(C2=CC=C1)[C@H]1[C@H](OC(C)=O)[C@@H](OC(C)=O)[C@H](OC(C)=O)[C@H](O1)COC(C)=O)C(=O)C=1SC(=CC1)Br (5-bromo-2-thienyl 4-methyl-1-(2,3,4,6-tetra-O-acetyl-β-D-glucopyranosyl)indol-3-yl ketone). Procedure: 4-Methyl-1-(2,3,4,6-tetra-O-acetyl-β-D-glucopyranosyl)-indole obtained in Example 23-(1) and 5-bromothiophene-2-carbonyl chloride were treated in a manner similar to Example 21-(1) to give 5-bromo-2-thienyl 4-methyl-1-(2,3,4,6-tetra-O-acetyl-β-D-glucopyranosyl)indol-3-yl ketone as a yellow powder. APCI-Mass m/Z 650/652 (M+H). Reactants: CC1=C2C=CN(C2=CC=C1)[C@H]1[C@H](OC(C)=O)[C@@H](OC(C)=O)[C@H](OC(C)=O)[C@H](O1)COC(C)=O (4-Methyl-1-(2,3,4,6-tetra-O-acetyl-β-D-glucopyranosyl)-indole), BrC1=CC=C(S1)C(=O)Cl (5-bromothiophene-2-carbonyl chloride). The reactants are N1C=NC=C1 (Imidazole), [Si](C)(C)(C(C)(C)C)Cl (tert-butyl-dimethylsilyl chloride), [Si](C)(C)(C(C)(C)C)O[C@@H]1C(OCC1)(C)O ((3S)-3-(tert-Butyldimethylsilyloxy)-2-hydroxy-2-methyl-tetrahydrofurane). The solvent is CN(C=O)C (dimethyl formamide). Run at time 24 hour. The product is [Si](C)(C)(C(C)(C)C)O[C@H](C(C)=O)CCO[Si](C)(C)C(C)(C)C ((S)-3,5-Di-(tert-Butyldimethylsilyloxy)-pentan-2-one). Yield: 78.5%. Reaction SMILES: N1C=CN=C1.[Si:6](Cl)([C:9]([CH3:12])([CH3:11])[CH3:10])([CH3:8])[CH3:7].[Si:14]([O:21][C@H:22]1[CH2:26][CH2:25][O:24][C:23]1([OH:28])[CH3:27])([C:17]([CH3:20])([CH3:19])[CH3:18])([CH3:16])[CH3:15]>CN(C)C=O>[Si:14]([O:21][C@@H:22]([CH2:26][CH2:25][O:24][Si:6]([C:9]([CH3:12])([CH3:11])[CH3:10])([CH3:8])[CH3:7])[C:23](=[O:28])[CH3:27])([C:17]([CH3:20])([CH3:19])[CH3:18])([CH3:16])[CH3:15]. Reported procedure: Imidazole (125 mg, 1.84 mmol, 2.2 equiv) and tert-butyl-dimethylsilyl chloride (139 mg, 0.92 mmol, 1.1 equiv) are added to a solution of (3S)-3-(tert-butyldimethylsilyloxy)-2-hydroxy-2-methyl-tetrahydrofurane 13 (194 mg, 0.83 mmol) in dimethyl formamide (800 μl). The mixture is stirred for 24 h at r.t. Purification of the reaction mixture by flash column chromatography (pentane/diethyl ether 20:1) affords (S)-3,5-di-(tert-butyidimethylsilyloxy)pentan-2-one 14 (226 mg, 78%) as a colourless oil. [... RXN SMILES: Cl[C:2]1[N:6]([CH2:7][CH2:8][O:9][CH2:10][C:11]#[CH:12])[C:5]2[CH:13]=[CH:14][CH:15]=[CH:16][C:4]=2[N:3]=1.[CH3:17][N:18]1[CH2:23][CH2:22][NH:21][CH2:20][CH2:19]1.C(O)(=O)/C=C/C(O)=O>>[CH2:10]([O:9][CH2:8][CH2:7][N:6]1[C:5]2[CH:13]=[CH:14][CH:15]=[CH:16][C:4]=2[N:3]=[C:2]1[N:21]1[CH2:22][CH2:23][N:18]([CH3:17])[CH2:19][CH2:20]1)[C:11]#[CH:12]. The product is C(C#C)OCCN1C(=NC2=C1C=CC=C2)N2CCN(CC2)C (1-[2-(propargyloxy)ethyl]-2-(4-methyl-1-piperazinyl)benzimidazole). Starting materials: ClC1=NC2=C(N1CCOCC#C)C=CC=C2 (2-chloro-1-[2-(propargyloxy)ethyl]benzimidazole), CN1CCNCC1 (N-methylpiperazine), C(\C=C\C(=O)O)(=O)O (fumaric acid). Reported procedure: In the same manner as described in Example 1 using 2-chloro-1-[2-(propargyloxy)ethyl]benzimidazole (3.00 g), N-methylpiperazine (2.70 g) and fumaric acid (1.52 g), there are obtained crude crystals, which are recrystallized from ethyl acetate-ethanol to give 1-[2-(propargyloxy)ethyl]-2-(4-methyl-1-piperazinyl)benzimidazole.3/2 fumarate (2.80 g) as colorless plates, m.p. 145°-146.5° C.